The task is: describe an organic reaction: reactants, conditions, products, and yield. This data is from the Open Reaction Database (ORD), a public repository of structured organic reaction records. Starting materials: ClCCl (dichloromethane), BrN1C(CCC1=O)=O (N-bromosuccinimide), CN1CCN(CC1)C1=NC2=C(N3C4=C1C=CC=C4CC3)C=CC(=C2)C (6-(4-methyl-1-piperazinyl)-9-methyl-1,2-dihydrobenzo[b]pyrrolo[3,2,1-jk][1,4]benzodiazepine). Run in CN(C=O)C (dimethylformamide), CN(C=O)C (dimethylformamide). Conditions: time 30 minute. Yields the product BrC=1C(=CC2=C(N3C4=C(C(=N2)N2CCN(CC2)C)C=CC=C4CC3)C1)C (10-Bromo-9-methyl-6-(4-methyl-1-piperazinyl)-1,2-dihydrobenzo[b]-pyrrolo [3,2,1-jk][1,4]benzodiazepine). Yield: 11.6%. RXN SMILES: [Br:1]N1C(=O)CCC1=O.[CH3:9][N:10]1[CH2:15][CH2:14][N:13]([C:16]2[C:22]3[CH:23]=[CH:24][CH:25]=[C:26]4[CH2:27][CH2:28][N:20]([C:21]=34)[C:19]3[CH:29]=[CH:30][C:31]([CH3:33])=[CH:32][C:18]=3[N:17]=2)[CH2:12][CH2:11]1.ClCCl>CN(C)C=O>[Br:1][C:30]1[C:31]([CH3:33])=[CH:32][C:18]2[N:17]=[C:16]([N:13]3[CH2:12][CH2:11][N:10]([CH3:9])[CH2:15][CH2:14]3)[C:22]3[CH:23]=[CH:24][CH:25]=[C:26]4[CH2:27][CH2:28][N:20]([C:21]=34)[C:19]=2[CH:29]=1. Procedure details: A solution of N-bromosuccinimide (0.91 g, 5.1 mmoles) in dimethylformamide (3 ml) was added dropwise to a solution of 6-(4-methyl-1-piperazinyl)-9-methyl-1,2-dihydrobenzo[b]pyrrolo[3,2,1-jk][1,4]benzodiazepine (1.6 g, 4.8 mmoles) in dimethylformamide (30 ml) at 0°-3° C. The reaction mixture was stirred for 30 minutes. The solution was poured into dichloromethane (250 ml), and was washed with brine (4 times, 150 ml), and dried over anhydrous magnesium sulfate. The solvent was removed at reduced p...